This data is from the Open Reaction Database (ORD), a public repository of structured organic reaction records. The task is: describe an organic reaction: reactants, conditions, products, and yield Starting materials: stannous chloride, CN1N=C(C(=C1)C#N)NC1=C(C=C(C=C1)Cl)[N+](=O)[O-] (1-methyl-3-(4-chloro-2-nitroanilino)pyrazole-4-carbonitrile). Solvent: Cl (hydrochloric acid), C(C)O (ethanol). Product: NC=1C=2C(NC3=C(N1)C=C(C=C3)Cl)=NN(C2)C (4-Amino-7-chloro-2,10-dihydro-2-methyl-pyrazolo[3,4-b][1,5]benzodiazepine), hydrochloride salt. As a reaction SMILES: [CH3:1][N:2]1[CH:6]=[C:5]([C:7]#[N:8])[C:4]([NH:9][C:10]2[CH:15]=[CH:14][C:13]([Cl:16])=[CH:12][C:11]=2[N+:17]([O-])=O)=[N:3]1>C(O)C.Cl>[NH2:8][C:7]1[C:5]2[C:4](=[N:3][N:2]([CH3:1])[CH:6]=2)[NH:9][C:10]2[CH:15]=[CH:14][C:13]([Cl:16])=[CH:12][C:11]=2[N:17]=1. Reported procedure: To 1-methyl-3-(4-chloro-2-nitroanilino)pyrazole-4-carbonitrile (16 g) stirred in ethanol (500 ml) was added a solution of anhydrous stannous chloride (33.1 g) in concentrated hydrochloric acid (176 ml). The mixture was heated under reflux for 2 hours, cooled, filtered and crystallised from methylated spirits (1 liter) to give the title compound as its hydrochloride salt m.p. >260° C. 2.0 g of the hydrochloride salt was partitioned between dilute ammonia solution and chloroform. The organic phase... The reactants are O=C([O-])O, C=O, O=CO, [Na+], c1cncc(N2CCC3(CCCN3)C2)c1. Product: CN1CCCC12CCN(c1cccnc1)C2. As a reaction SMILES: [C:16](=[O:17])([OH:18])[O-:19].[CH2:24]=[O:25].[CH:21]([OH:22])=[O:23].[Na+:20].[n:1]1[cH:2][c:3]([N:7]2[CH2:8][C:9]3([CH2:10][CH2:11][CH2:12][NH:13]3)[CH2:14][CH2:15]2)[cH:4][cH:5][cH:6]1>>[n:1]1[cH:2][c:3]([N:7]2[CH2:8][C:9]3([CH2:10][CH2:11][CH2:12][N:13]3[CH3:16])[CH2:14][CH2:15]2)[cH:4][cH:5][cH:6]1.